This data is from the Open Reaction Database (ORD), a public repository of structured organic reaction records. The task is: describe an organic reaction: reactants, conditions, products, and yield The reactants are BrC1=C(N)C=C(C=C1)[N+](=O)[O-] (2-bromo-5-nitroaniline), BrCC(=C)C (3-bromo-2-methylpropene), O (water), [H-].[Na+] (NaH), oil. Solvent: C1CCOC1 (THF), C1CCOC1 (THF). Conditions: time 3 hour. Yields the product BrC1=C(NCC(=C)C)C=C(C=C1)[N+](=O)[O-] (2-bromo-N-(2-methyl-2-propenyl)-5-nitroaniline). Yield: 32.1%. As a reaction SMILES: [H-].[Na+].[Br:3][C:4]1[CH:10]=[CH:9][C:8]([N+:11]([O-:13])=[O:12])=[CH:7][C:5]=1[NH2:6].Br[CH2:15][C:16]([CH3:18])=[CH2:17].O>C1COCC1>[Br:3][C:4]1[CH:10]=[CH:9][C:8]([N+:11]([O-:13])=[O:12])=[CH:7][C:5]=1[NH:6][CH2:17][C:16]([CH3:18])=[CH2:15] |f:0.1|. Procedure: To a suspension of NaH 60% dispersion in oil (97 mg, 0.0023 mol) in 2 mL of anhydrous THF at 0° C. was added 2-bromo-5-nitroaniline (500 mg, 0.0023 mol) in 2 mL of THF dropwise, the temperature was raised to rt to complete deprotonation then lowered to 0° C. 3-bromo-2-methylpropene (232 mL, 0.0023 mol) was added very slowly and the reaction mixture was stirred at 0° C. for 3 h then neutralized with water (5 mL). The mixture was extracted with ethyl acetate (2×10 mL), dried (Na2SO4) and concentra... Reactants: C(C=C)(=O)O (Acrylic acid), COC1=CC=C(C=C1)N (Anisidine), [OH-].[Na+] (sodium hydroxide), S(O)(O)(=O)=O (Sulfuric acid), N(=O)[O-].[Na+] (Sodium nitrite). Reagents/catalysts: C=1C=CC(=CC1)/C=C/C(=O)/C=C/C2=CC=CC=C2.C=1C=CC(=CC1)/C=C/C(=O)/C=C/C2=CC=CC=C2.[Pd] (Pd(dba)2), C1(=CC=CC=C1)P(CCP(C1=CC=CC=C1)C1=CC=CC=C1)C1=CC=CC=C1 (1,2-bis(diphenylphosphino)ethane), C(C)(C)(C)N (t-Butylamine). Solvent: C(C)(=O)OCC (ethyl acetate), C(C)(=O)O (acetic acid), O (water), O (water). Reaction conditions: time 22 hour. The product is COC1=CC=C(C=CC(=O)O)C=C1 (p-methoxycinnamic acid). The yield is 67.4%. RXN SMILES: [CH3:1][O:2][C:3]1[CH:8]=[CH:7][C:6](N)=[CH:5][CH:4]=1.S(=O)(=O)(O)O.N([O-])=O.[Na+].[C:19]([OH:23])(=[O:22])[CH:20]=[CH2:21].[OH-].[Na+]>C(O)(=O)C.C(OCC)(=O)C.O.C1C=CC(/C=C/C(/C=C/C2C=CC=CC=2)=O)=CC=1.C1C=CC(/C=C/C(/C=C/C2C=CC=CC=2)=O)=CC=1.[Pd].C(N)(C)(C)C.C1(P(C2C=CC=CC=2)CCP(C2C=CC=CC=2)C2C=CC=CC=2)C=CC=CC=1>[CH3:1][O:2][C:3]1[CH:8]=[CH:7][C:6]([CH:21]=[CH:20][C:19]([OH:23])=[O:22])=[CH:5][CH:4]=1 |f:2.3,5.6,10.11.12|. Reported procedure: Anisidine (12.3 g) was dissolved in 30 ml acetic acid and 25 ml water and cooled to 10° C. 98% Sulfuric acid (10 ml) was added with cooling. Sodium nitrite (6.9 g in 20 ml water) was then added at 0°-2° C. over 1 hour with stirring. t-Butylamine (0.05 g) was then added and after 10 minutes, Pd(dba)2 (1.0 g) and 0.07 g of 1,2-bis(diphenylphosphino)ethane (diphos) in 50 ml ethyl acetate were added. Acrylic acid (10.3 ml) was then added slowly over 10 minutes. The reaction mixture was allowed to wa... Starting materials: [H-].[H-].[H-].[H-].[Li+].[Al+3] (LiAlH4), C(=O)(OC(C)(C)C)N1CCC(CC1)CCC(=O)O (N—BOC-4-piperidinepropionic acid), [OH-].[Na+] (NaOH), O (water), O (water), resultant mixture. The solvent is C1CCOC1 (THF). The product is CN1CCC(CC1)CCCO (3-(1-methyl-piperidin-4-yl)-propan-1-ol). The yield is 104.2%. As a reaction SMILES: [H-].[H-].[H-].[H-].[Li+].[Al+3].[C:7]([N:14]1[CH2:19][CH2:18][CH:17]([CH2:20][CH2:21][C:22](O)=[O:23])[CH2:16][CH2:15]1)(OC(C)(C)C)=O.O.[OH-].[Na+]>C1COCC1>[CH3:7][N:14]1[CH2:19][CH2:18][CH:17]([CH2:20][CH2:21][CH2:22][OH:23])[CH2:16][CH2:15]1 |f:0.1.2.3.4.5,8.9|. Procedure details: To a refluxing solution of 1 M LiAlH4 (40 mmol) in THF (30 mL) was added dropwise a solution of N—BOC-4-piperidinepropionic acid (3.0 g, 11.6 mmol). The reaction mixture was heated for 3 h then cooled to rt. Upon further cooling to 0° C., water (1.5 mL) was added slowly, and the reaction mixture was allowed to warm to rt over 15 min. The mixture was again cooled to 0° C., and 10% aq. NaOH (1.5 mL) was added slowly. Upon warming to rt over 15 min, the mixture was cooled to 0° C. and more water (4... RXN SMILES: B(Br)(Br)Br.[NH:5]1[CH:9]=[CH:8][N:7]=[C:6]1[CH2:10][C:11]1[CH:16]=[CH:15][C:14]([O:17]C)=[CH:13][N:12]=1.C1(N)C(F)=C(F)C(F)=C(N)C=1F.Cl.Cl.O>C(Cl)Cl>[NH:5]1[CH:9]=[CH:8][N:7]=[C:6]1[CH2:10][C:11]1[CH:16]=[CH:15][C:14]([OH:17])=[CH:13][N:12]=1 |f:2.3.4|. Isolated yield 342.9%. The solvent is C(Cl)Cl (methylene chloride). The reactants are O (Water), B(Br)(Br)Br (Boron tribromide), N1C(=NC=C1)CC1=NC=C(C=C1)OC (2-(1-imidazolylmethyl)-5-methoxy-pyridine), C1(=C(C(=C(C(=C1F)F)F)N)F)N.Cl.Cl (dihydrochloride). Reported procedure: Boron tribromide (1.0 ml) was added dropwise to a stirred solution of 2-(1-imidazolylmethyl)-5-methoxy-pyridine (0.0378 g.) (prepared similarly to Example 18 but without converting the end product to the dihydrochloride) in dry methylene chloride (20 ml) at -70° and the resulting mixture was stirred at -70° for 30 minutes, and then at room temperature for 3 hours. Water was then added and the layers were separated. The aqueous layer was made just alkaline with solid sodium bicarbonate and evapor... Run at time 30 minute. Yields the product N1C(=NC=C1)CC1=NC=C(C=C1)O (2-(1-imidazolylmethyl)-5-hydroxypyridine). Reactants: OC1=C(C=CC(=C1OC)OC)C=1C=C2COC(C2=CC1)=O (5-(2-hydroxy-3,4-dimethoxyphenyl)isobenzofuran-1(3H)-one), BrCC1(COC1)CO (3-bromomethyl-3-hydroxymethyl-oxetane), C(C)N=C=O (Ethyl isocyanate), C(=O)([O-])[O-].[K+].[K+] (K2CO3). Run in CN(C)C=O (DMF), C(C)N(CC)CC (Triethyl amine), O (H2O). Conditions: temperature 100 celsius. Yields the product COC1=C(OCC2(COC2)COC(NCC)=O)C(=CC=C1OC)C=1C=C2COC(C2=CC1)=O (Ethyl-carbamic acid 3-[2,3-dimethoxy-6-(1-oxo-1,3-dihydro-isobenzofuran-5-yl)-phenoxymethyl]-oxetan-3-ylmethyl ester). As a reaction SMILES: [OH:1][C:2]1[C:7]([O:8][CH3:9])=[C:6]([O:10][CH3:11])[CH:5]=[CH:4][C:3]=1[C:12]1[CH:13]=[C:14]2[C:18](=[CH:19][CH:20]=1)[C:17](=[O:21])[O:16][CH2:15]2.Br[CH2:23][C:24]1([CH2:28][OH:29])[CH2:27][O:26][CH2:25]1.C([O-])([O-])=O.[K+].[K+].[CH2:36]([N:38]=[C:39]=[O:40])[CH3:37]>CN(C=O)C.C(N(CC)CC)C.O>[CH3:9][O:8][C:7]1[C:6]([O:10][CH3:11])=[CH:5][CH:4]=[C:3]([C:12]2[CH:13]=[C:14]3[C:18](=[CH:19][CH:20]=2)[C:17](=[O:21])[O:16][CH2:15]3)[C:2]=1[O:1][CH2:23][C:24]1([CH2:28][O:29][C:39](=[O:40])[NH:38][CH2:36][CH3:37])[CH2:27][O:26][CH2:25]1 |f:2.3.4|. Procedure details: In a screw cap vessel Compound 306 (0.017 g, 0.06 mmol) and 3-bromomethyl-3-hydroxymethyl-oxetane (0.22 g, 0.12 mmol) were dissolved in DMF (0.5 mL) and K2CO3 (0.02 g, 0.15 mmol) was added. The suspension was heated at 100° C. for 3 h. H2O (3 mL) was added and the suspension was extracted with EtOAc (3×3 mL). The combined organic phases were washed with brine, dried (Na2SO4), filtered and concentrated. In a screw cap vessel the crude product was dissolved in CH3CN (0.2 mL). Triethyl amine (0.003...